This data is from the Open Reaction Database (ORD), a public repository of structured organic reaction records. The task is: describe an organic reaction: reactants, conditions, products, and yield Reactants: O=C1CCC(=O)N1Br, O=C([O-])[O-], CN(C)C=O, CCOC(C)=O, [K+], [K+], N#Cc1ccc(-c2ccco2)nc1N. Yields the product N#Cc1cc(Br)c(-c2ccco2)nc1N. RXN SMILES: [Br:1][N:2]1[C:3](=[O:4])[CH2:5][CH2:6][C:7]1=[O:8].[C:23](=[O:24])([O-:25])[O-:26].[CH3:29][N:30]([CH3:31])[CH:32]=[O:33].[CH3:34][CH2:35][O:36][C:37](=[O:38])[CH3:39].[K+:27].[K+:28].[NH2:9][c:10]1[c:11]([C:12]#[N:13])[cH:14][cH:15][c:16](-[c:18]2[o:19][cH:20][cH:21][cH:22]2)[n:17]1>>[Br:1][c:15]1[cH:14][c:11]([C:12]#[N:13])[c:10]([NH2:9])[n:17][c:16]1-[c:18]1[o:19][cH:20][cH:21][cH:22]1. Reactants: CC=1N=C2N(C=C(C=C2NCC2=C(C=CC=C2C)CC)C(=O)O)C1C (2,3-Dimethyl-8-(2-ethyl-6-methylbenzylamino)-imidazo[1,2-a]pyridine-6-carboxylic acid), [B-](F)(F)(F)F.CN(C)C(=[N+](C)C)ON1C2=CC=CC=C2N=N1 (o-Benzotriazol-1-yl-N,N,N′,N′-Tetramethyluronium tetrafluoroborate), C(C)OC1=CC=C(N)C=C1 (4-ethoxyanilin). Solvent: C(Cl)Cl (methylene chloride). Conditions: time 72 hour. Yields the product C(C)OC1=CC=C(C=C1)NC(=O)C=1C=C(C=2N(C1)C(=C(N2)C)C)NCC2=C(C=CC=C2C)CC (N-(4-ethoxyphenyl)-8-(2-ethyl-6-methylbenzylamino)-2,3-dimethylimidazo[1,2-a]pyridine-6-carboxamide). The yield is 69.7%. RXN SMILES: [CH3:1][C:2]1[N:3]=[C:4]2[C:9]([NH:10][CH2:11][C:12]3[C:17]([CH3:18])=[CH:16][CH:15]=[CH:14][C:13]=3[CH2:19][CH3:20])=[CH:8][C:7]([C:21](O)=[O:22])=[CH:6][N:5]2[C:24]=1[CH3:25].[B-](F)(F)(F)F.CN(C(ON1N=NC2C1=CC=CC=2)=[N+](C)C)C.[CH2:48]([O:50][C:51]1[CH:57]=[CH:56][C:54]([NH2:55])=[CH:53][CH:52]=1)[CH3:49]>C(Cl)Cl>[CH2:48]([O:50][C:51]1[CH:57]=[CH:56][C:54]([NH:55][C:21]([C:7]2[CH:8]=[C:9]([NH:10][CH2:11][C:12]3[C:17]([CH3:18])=[CH:16][CH:15]=[CH:14][C:13]=3[CH2:19][CH3:20])[C:4]3[N:5]([C:24]([CH3:25])=[C:2]([CH3:1])[N:3]=3)[CH:6]=2)=[O:22])=[CH:53][CH:52]=1)[CH3:49] |f:1.2|. Procedure: 2,3-Dimethyl-8-(2-ethyl-6-methylbenzylamino)-imidazo[1,2-a]pyridine-6-carboxylic acid (0.15 g, 0.44 mmol) and o-Benzotriazol-1-yl-N,N,N′,N′-Tetramethyluronium tetrafluoroborate (TBTU)(0.14 g, 0.44 mmol) were added to methylene chloride (10 ml). 4-ethoxyanilin(0.19 g, 1.4 mmol) was added and the reaction mixture was stirred at ambient temperature for 72 h. The solvent was evaporated under reduced pressure and the residue was added to a column with silica gel and was purified by chromatography usi...